This data is from the Open Reaction Database (ORD), a public repository of structured organic reaction records. The task is: describe an organic reaction: reactants, conditions, products, and yield Reactants: BrC=1N=CN(C1)C(C1=CC=CC=C1)(C1=CC=CC=C1)C1=CC=CC=C1 (4-bromo-1-trityl-1H-imidazole), [Li]CCCC (BuLi), CN(C)C=O (DMF). The solvent is C1CCOC1 (THF). Reaction conditions: temperature 0 celsius, time 1.25 hour. Product: BrC=1N=C(N(C1)C(C1=CC=CC=C1)(C1=CC=CC=C1)C1=CC=CC=C1)C=O (4-bromo-1-trityl-1H-imidazole-2-carbaldehyde). Isolated yield 57.8%. RXN SMILES: [Br:1][C:2]1[N:3]=[CH:4][N:5]([C:7]([C:20]2[CH:25]=[CH:24][CH:23]=[CH:22][CH:21]=2)([C:14]2[CH:19]=[CH:18][CH:17]=[CH:16][CH:15]=2)[C:8]2[CH:13]=[CH:12][CH:11]=[CH:10][CH:9]=2)[CH:6]=1.[Li]CCCC.CN([CH:34]=[O:35])C>C1COCC1>[Br:1][C:2]1[N:3]=[C:4]([CH:34]=[O:35])[N:5]([C:7]([C:14]2[CH:15]=[CH:16][CH:17]=[CH:18][CH:19]=2)([C:8]2[CH:9]=[CH:10][CH:11]=[CH:12][CH:13]=2)[C:20]2[CH:25]=[CH:24][CH:23]=[CH:22][CH:21]=2)[CH:6]=1. Procedure: To 4-bromo-1-trityl-1H-imidazole (2.00 g, 5.14 mmol) in 30 mL THF at 0° C., was added a solution of BuLi (1.6M in hexanes, 3.85 mL, 6.17 mmol). The mixture was stirred at 0° C. for 1.25 h, then DMF (0.80 mL, 10.3 mmol) was added. The mixture was stirred for 1 h at 0° C. and 1 h at rt, then was quenched with sat. NH4Cl. The mixture was diluted with EtOAc, washed with H2O and brine, dried (Na2SO4), filtered through a 1″ pad of SiO2 and concentrated. The crude product was purified by flash chromato... The reactants are OC=1C=CC=C2C=CC=NC12 (8-hydroxyquinoline), BrC=1C=CC2=C(N(C=3CCN(CCC32)C(=O)OC(C)(C)C)C)N1 (tert-Butyl 2-bromo-10-methyl-5,8,9,10-tetrahydropyrido[3′,2′:4,5]pyrrolo[2,3-d]azepine-7(6H)-carboxylate), FC=1C=CC(=NC1)COC1=CC(NN=C1)=O (5-((5-fluoropyridin-2-yl)methoxy)pyridazin-3(2H)-one), C(=O)([O-])[O-].[Cs+].[Cs+] (Cs2CO3). The reagents and catalysts are [Cu](I)I (copper iodide). The solvent is CS(=O)C (DMSO). Run at temperature 110 celsius, time 6 hour. The product is FC=1C=CC(=NC1)COC=1C=NN(C(C1)=O)C=1C=CC2=C(N(C=3CCN(CCC32)C(=O)OC(C)(C)C)C)N1 (tert-Butyl 2-(4-((5-fluoropyridin-2-yl)methoxy)-6-oxopyridazin-1(6H)-yl)-10-methyl-5,8,9,10-tetrahydropyrido[3′,2′:4,5]pyrrolo[2,3-d]azepine-7(6H)-carboxylate). Isolated yield 0.0%. RXN SMILES: Br[C:2]1[CH:3]=[CH:4][C:5]2[C:14]3[CH2:13][CH2:12][N:11]([C:15]([O:17][C:18]([CH3:21])([CH3:20])[CH3:19])=[O:16])[CH2:10][CH2:9][C:8]=3[N:7]([CH3:22])[C:6]=2[N:23]=1.[F:24][C:25]1[CH:26]=[CH:27][C:28]([CH2:31][O:32][C:33]2[CH:38]=[N:37][NH:36][C:35](=[O:39])[CH:34]=2)=[N:29][CH:30]=1.C([O-])([O-])=O.[Cs+].[Cs+].OC1C=CC=C2C=1N=CC=C2>CS(C)=O.[Cu](I)I>[F:24][C:25]1[CH:26]=[CH:27][C:28]([CH2:31][O:32][C:33]2[CH:38]=[N:37][N:36]([C:2]3[CH:3]=[CH:4][C:5]4[C:14]5[CH2:13][CH2:12][N:11]([C:15]([O:17][C:18]([CH3:21])([CH3:20])[CH3:19])=[O:16])[CH2:10][CH2:9][C:8]=5[N:7]([CH3:22])[C:6]=4[N:23]=3)[C:35](=[O:39])[CH:34]=2)=[N:29][CH:30]=1 |f:2.3.4|. Reported procedure: tert-Butyl 2-bromo-10-methyl-5,8,9,10-tetrahydropyrido[3′,2′:4,5]pyrrolo[2,3-d]azepine-7(6H)-carboxylate (0.18 g, 0.48 mmol), 5-((5-fluoropyridin-2-yl)methoxy)pyridazin-3(2H)-one (0.11 g, 0.51 mmol), and Cs2CO3 (0.20 g, 0.63 mmol) were suspended in DMSO (2.8 mL), and the mixture was degassed under vacuum for 15 min. The system was flushed with Ar, and 8-hydroxyquinoline (21 mg, 0.15 mmol) and copper iodide (0.23 mg, 1.2 mmol) were added to the suspension. The evacuation/Ar flushing process was r... Reactants: CC1(OC(C2=C1[N+](=C(N=N2)C2=CC=CC=C2)[O-])(C)C)C (5,7-dihydro-5,5,7,7-tetramethyl-3-phenylfuro[ 3,4-e]-as-triazine-4oxide), C(C)OP(OCC)OCC (triethylphosphite). Product: CC1(OC(C2=C1N=C(N=N2)C2=CC=CC=C2)(C)C)C (5,7-dihydro-5,5,7,7-tetramethyl-3-phenylfuro[3,4-e]-as-triazine). RXN SMILES: [CH3:1][C:2]1([CH3:20])[C:6]2[N+:7]([O-])=[C:8]([C:11]3[CH:16]=[CH:15][CH:14]=[CH:13][CH:12]=3)[N:9]=[N:10][C:5]=2[C:4]([CH3:19])([CH3:18])[O:3]1.C(OP(OCC)OCC)C>>[CH3:1][C:2]1([CH3:20])[C:6]2[N:7]=[C:8]([C:11]3[CH:12]=[CH:13][CH:14]=[CH:15][CH:16]=3)[N:9]=[N:10][C:5]=2[C:4]([CH3:19])([CH3:18])[O:3]1. Procedure: A mixture of 5.42 g. (0.02 mole) 5,7-dihydro-5,5,7,7-tetramethyl-3-phenylfuro[ 3,4-e]-as-triazine-4oxide and 70 ml. triethylphosphite is refluxed under nitrogen for 18 hours at a bath temperature of 180° C. The solvent is removed in vacuo and the residue recrystallized from aqueous ethanol to give 5,7-dihydro-5,5,7,7-tetramethyl-3-phenylfuro[3,4-e]-as-triazine, m.p. 90°-91° C. Yields the product NCC(CP(O)O)CC1=CC=CC=C1 (3-amino-2-benzylpropylphosphonous acid). The solvent is Cl (hydrochloric acid). Procedure details: A solution of 3.5 g of ethyl 3-amino-2-benzylpropyl(diethoxymethyl)phosphinate in 35 ml of 36% aqueous hydrochloric acid is heated to reflux for a period of 3 hours. The reaction mixture is then allowed to cool to room temperature, concentrated under reduced pressure and co-evaporated twice with 20 ml of water under reduced pressure. The crude product is dissolved in 20 ml of water, washed twice with 20 ml of diethyl ether and the aqueous layer is then separated and evaporated under reduced pres... Reactants: NCC(CP(OCC)(=O)C(OCC)OCC)CC1=CC=CC=C1 (ethyl 3-amino-2-benzylpropyl(diethoxymethyl)phosphinate). RXN SMILES: [NH2:1][CH2:2][CH:3]([CH2:17][C:18]1[CH:23]=[CH:22][CH:21]=[CH:20][CH:19]=1)[CH2:4][P:5](C(OCC)OCC)(=[O:9])[O:6]CC>Cl>[NH2:1][CH2:2][CH:3]([CH2:17][C:18]1[CH:23]=[CH:22][CH:21]=[CH:20][CH:19]=1)[CH2:4][P:5]([OH:9])[OH:6]. Starting materials: C(\C=C\C(=O)O)(=O)O (fumaric acid), BrC1=CC2=C(N3C4=C(C(N2CC#C)=O)C=CC=C4CC3)C=C1 (9-bromo-1,2-dihydro-7-(2-propynyl)-benzo[b]pyrrolo[3,2,1-jk][1,4]benzodiazepin-6-one), C=O (paraformaldehyde), CNC (dimethylamine). The reagents and catalysts are Cl[Cu] (CuCl). Run in C(C)O (ethanol), O1CCOCC1 (1,4-dioxane), CCOCC (ether), ClCCl (dichloromethane). Conditions: time 30 minute. Product: C(\C=C\C(=O)O)(=O)O.BrC1=CC2=C(N3C4=C(C(N2CC#CCN(C)C)=O)C=CC=C4CC3)C=C1.BrC1=CC3=C(N4C2=C(C(N3CC#CCN(C)C)=O)C=CC=C2CC4)C=C1 (9-Bromo-1,2-dihydro-7-(4-dimethylamino-2-butynyl)-benzo[b]pyrrolo[3,2,1-jk][1,4]benzodiazepin-6-one hemifumarate). Yield: 92.7%. RXN SMILES: [Br:1][C:2]1[CH:22]=[CH:21][C:5]2[N:6]3[CH2:20][CH2:19][C:18]4[C:7]3=[C:8]([CH:15]=[CH:16][CH:17]=4)[C:9](=[O:14])[N:10]([CH2:11][C:12]#[CH:13])[C:4]=2[CH:3]=1.[CH2:23]=O.[CH3:25][NH:26][CH3:27].[C:28]([OH:35])(=[O:34])/[CH:29]=[CH:30]/[C:31]([OH:33])=[O:32]>O1CCOCC1.ClCCl.CCOCC.C(O)C.Cl[Cu]>[C:28]([OH:35])(=[O:34])/[CH:29]=[CH:30]/[C:31]([OH:33])=[O:32].[Br:1][C:2]1[CH:22]=[CH:21][C:5]2[N:6]3[CH2:20][CH2:19][C:18]4[C:7]3=[C:8]([CH:15]=[CH:16][CH:17]=4)[C:9](=[O:14])[N:10]([CH2:11][C:12]#[C:13][CH2:25][N:26]([CH3:23])[CH3:27])[C:4]=2[CH:3]=1.[Br:1][C:2]1[CH:22]=[CH:21][C:5]2[N:6]3[CH2:20][CH2:19][C:18]4[C:7]3=[C:8]([CH:15]=[CH:16][CH:17]=4)[C:9](=[O:14])[N:10]([CH2:11][C:12]#[C:13][CH2:25][N:26]([CH3:28])[CH3:27])[C:4]=2[CH:3]=1 |f:9.10.11|. Procedure: A mixture of 9-bromo-1,2-dihydro-7-(2-propynyl)-benzo[b]pyrrolo[3,2,1-jk][1,4]benzodiazepin-6-one (4.0 gm, 11.3 mmoles), paraformaldehyde (3 gm), dimethylamine (40% in water, 4 gm, 3 eq) and CuCl (150 mg) in 1,4-dioxane (50 ml) was stirred at room temperature for 30 minutes, then heated on a water bath (50° C.) for 2 hours. When the reaction was over, the mixture was diluted with dichloromethane (200 ml). The insolubles were filtered through a pad of celite. The solution was concentrated to a cr... Procedure: Compound is prepared from 3-fluoro-N-(4-{[2-(methylsulfonyl)pyrimidin-4-yl]oxy}-1-naphthyl)-5-morpholin-4-ylbenzamide and piperidin-3-ol according to conditions described in general procedure C. Mp: 180-181° C.; 1H NMR (400 MHz, DMSO-d6) δ 1.26-1.31 (m, 2 H), 1.54 (s, 2 H), 1.81-1.83 (m, 2 H), 2.70-2.82 (m, 2 H), 3.27 (t, J=4.4 Hz, 4 H), 3.36 (s, 2 H), 3.77 (t, J=4.8 Hz, 4 H), 4.22 (bs, 1 H), 4.82 (s, 1 H), 6.16 (d, J=5.1Hz, 1 H), 7.03-7.06 (m, 1 H), 7.26 (d, J=8.4 Hz, 1 H), 7.43 (d, J=8.0 Hz, 1... Yields the product FC=1C=C(C(=O)NC2=CC=C(C3=CC=CC=C23)OC2=NC(=NC=C2)N2CC(CCC2)O)C=C(C1)N1CCOCC1 (3-Fluoro-N-(4-{[2-(3-hydroxypiperidin-1-yl)pyrimidin-4-yl]oxy}-1-naphthyl)-5-morpholin-4 -ylbenzamide). Starting materials: FC=1C=C(C(=O)NC2=CC=C(C3=CC=CC=C23)OC2=NC(=NC=C2)S(=O)(=O)C)C=C(C1)N1CCOCC1 (3-fluoro-N-(4-{[2-(methylsulfonyl)pyrimidin-4-yl]oxy}-1-naphthyl)-5-morpholin-4-ylbenzamide), N1CC(CCC1)O (piperidin-3-ol). As a reaction SMILES: [F:1][C:2]1[CH:3]=[C:4]([CH:29]=[C:30]([N:32]2[CH2:37][CH2:36][O:35][CH2:34][CH2:33]2)[CH:31]=1)[C:5]([NH:7][C:8]1[C:17]2[C:12](=[CH:13][CH:14]=[CH:15][CH:16]=2)[C:11]([O:18][C:19]2[CH:24]=[CH:23][N:22]=[C:21](S(C)(=O)=O)[N:20]=2)=[CH:10][CH:9]=1)=[O:6].[NH:38]1[CH2:43][CH2:42][CH2:41][CH:40]([OH:44])[CH2:39]1>>[F:1][C:2]1[CH:3]=[C:4]([CH:29]=[C:30]([N:32]2[CH2:37][CH2:36][O:35][CH2:34][CH2:33]2)[CH:31]=1)[C:5]([NH:7][C:8]1[C:17]2[C:12](=[CH:13][CH:14]=[CH:15][CH:16]=2)[C:11]([O:18][C:19]2[CH:24]=[CH:23][N:22]=[C:21]([N:38]3[CH2:43][CH2:42][CH2:41][CH:40]([OH:44])[CH2:39]3)[N:20]=2)=[CH:10][CH:9]=1)=[O:6]. The reactants are [BH4-], COc1ccc(F)c(-c2ccc(C(C)=O)cc2C(C)(C)C)c1, CO, ClCCl, [Na+]. Product: COc1ccc(F)c(-c2ccc(C(C)O)cc2C(C)(C)C)c1. As a reaction SMILES: [BH4-:25].[CH3:1][C:2]([CH3:3])([CH3:4])[c:5]1[c:6](-[c:14]2[c:15]([F:22])[cH:16][cH:17][c:18]([O:20][CH3:21])[cH:19]2)[cH:7][cH:8][c:9]([C:11]([CH3:12])=[O:13])[cH:10]1.[CH3:23][OH:24].[Cl:27][CH2:28][Cl:29].[Na+:26]>>[CH3:1][C:2]([CH3:3])([CH3:4])[c:5]1[c:6](-[c:14]2[c:15]([F:22])[cH:16][cH:17][c:18]([O:20][CH3:21])[cH:19]2)[cH:7][cH:8][c:9]([CH:11]([CH3:12])[OH:13])[cH:10]1. Starting materials: COC(CCCOC1=CC(=CC(=C1)C(NC1CCNCC1)=O)OC)=O (4-[3-methoxy-5-(piperidin-4-ylcarbamoyl)-phenoxy]-butyric acid methyl ester), C(C)(C)OC=1C=C(C=O)C=C(C1)OC(C)C (3,5-diisopropoxy-benzaldehyde), C(#N)[BH3-].[Na+] (sodium cyanoborohydride), C(C)N(C(C)C)C(C)C (N-ethyl-diisopropylamine). The solvent is C(C)O (ethanol), C(C)(=O)O (acetic acid). Product: COC(CCCOC1=CC(=CC(=C1)OC)C(NC1CCN(CC1)CC1=CC(=CC(=C1)OC(C)C)OC(C)C)=O)=O (4-{3-[1-(3,5-Diisopropoxy-benzyl)-piperidin-4-ylcarbamoyl]-5-methoxy-phenoxy}-butyric acid methyl ester). Reaction SMILES: [CH3:1][O:2][C:3](=[O:25])[CH2:4][CH2:5][CH2:6][O:7][C:8]1[CH:13]=[C:12]([C:14](=[O:22])[NH:15][CH:16]2[CH2:21][CH2:20][NH:19][CH2:18][CH2:17]2)[CH:11]=[C:10]([O:23][CH3:24])[CH:9]=1.[CH:26]([O:29][C:30]1[CH:31]=[C:32]([CH:35]=[C:36]([O:38][CH:39]([CH3:41])[CH3:40])[CH:37]=1)[CH:33]=O)([CH3:28])[CH3:27].C([BH3-])#N.[Na+].C(N(C(C)C)C(C)C)C>C(O)C.C(O)(=O)C>[CH3:1][O:2][C:3](=[O:25])[CH2:4][CH2:5][CH2:6][O:7][C:8]1[CH:9]=[C:10]([O:23][CH3:24])[CH:11]=[C:12]([C:14](=[O:22])[NH:15][CH:16]2[CH2:17][CH2:18][N:19]([CH2:33][C:32]3[CH:35]=[C:36]([O:38][CH:39]([CH3:41])[CH3:40])[CH:37]=[C:30]([O:29][CH:26]([CH3:28])[CH3:27])[CH:31]=3)[CH2:20][CH2:21]2)[CH:13]=1 |f:2.3|. Procedure details: In analogy to the procedure described in example 50k), 4-[3-methoxy-5-(piperidin-4-ylcarbamoyl)-phenoxy]-butyric acid methyl ester (example 168b) was reacted with 3,5-diisopropoxy-benzaldehyde (example 126b), sodium cyanoborohydride, N-ethyl-diisopropylamine and acetic acid in ethanol at 50° C. to yield the title compound as colorless oil. MS: 557.3 (MH+). Starting materials: FC1=C(C=CC(=C1)F)C1=CC=C(C=C1)S(=O)(=O)NC1=CC(=CC=C1)C1OC1 (2′,4′-difluoro-N-(3-(oxiran-2-yl)phenyl)biphenyl-4-sulfonamide), CNC (dimethylamine). The solvent is C(C)O (ethanol). Yields the product CN(CC(O)C=1C=C(C=CC1)NS(=O)(=O)C1=CC=C(C=C1)C1=C(C=C(C=C1)F)F)C (N-(3-(2-(Dimethylamino)-1-hydroxyethyl)phenyl)-2′,4′-difluorobiphenyl-4-sulfonamide). Reaction SMILES: [F:1][C:2]1[CH:7]=[C:6]([F:8])[CH:5]=[CH:4][C:3]=1[C:9]1[CH:14]=[CH:13][C:12]([S:15]([NH:18][C:19]2[CH:24]=[CH:23][CH:22]=[C:21]([CH:25]3[CH2:27][O:26]3)[CH:20]=2)(=[O:17])=[O:16])=[CH:11][CH:10]=1.[CH3:28][NH:29][CH3:30]>C(O)C>[CH3:28][N:29]([CH3:30])[CH2:27][CH:25]([C:21]1[CH:20]=[C:19]([NH:18][S:15]([C:12]2[CH:13]=[CH:14][C:9]([C:3]3[CH:4]=[CH:5][C:6]([F:8])=[CH:7][C:2]=3[F:1])=[CH:10][CH:11]=2)(=[O:17])=[O:16])[CH:24]=[CH:23][CH:22]=1)[OH:26]. Procedure: Using a method analogous to Method D, using 2′,4′-difluoro-N-(3-(oxiran-2-yl)phenyl)biphenyl-4-sulfonamide and 33% dimethylamine in ethanol, a mixture of regioisomers was obtained. Reverse-phase HPLC was used to purify the mixture and the title compound was obtained as a pale orange powder. 1H NMR (300 MHz, CDCl3): δ 2.70 (6H, s), 3.05-3.10 (2H, m), 5.05 (1H, bd), 6.80-6.95 (2H, m), 7.00-7.22 (3H, m), 7.25-7.35 (2H, m), 7.49 (2H, d, J=8 Hz) and 7.87 (2H, d, J=8 Hz). The reactants are O=C([O-])[O-], COCCOC, COC(=O)c1ccc(B(O)O)cc1, O=C1C(Cc2c(Cl)cc(OS(=O)(=O)C(F)(F)F)cc2Cl)CCN1C1CCOCC1, [K+], [K+], c1ccc(P(c2ccccc2)(c2ccccc2)[Pd](P(c2ccccc2)(c2ccccc2)c2ccccc2)(P(c2ccccc2)(c2ccccc2)c2ccccc2)P(c2ccccc2)(c2ccccc2)c2ccccc2)cc1. Yields the product COC(=O)c1ccc(-c2cc(Cl)c(CC3CCN(C4CCOCC4)C3=O)c(Cl)c2)cc1. Reaction SMILES: [C:43](=[O:44])([O-:45])[O-:46].[CH2:49]([CH2:50][O:51][CH3:52])[O:53][CH3:54].[CH3:30][O:31][C:32](=[O:33])[c:34]1[cH:35][cH:36][c:37]([B:40]([OH:41])[OH:42])[cH:38][cH:39]1.[Cl:1][c:2]1[cH:3][c:4]([O:22][S:23]([C:24]([F:25])([F:26])[F:27])(=[O:28])=[O:29])[cH:5][c:6]([Cl:21])[c:7]1[CH2:8][CH:9]1[C:10](=[O:20])[N:11]([CH:14]2[CH2:15][CH2:16][O:17][CH2:18][CH2:19]2)[CH2:12][CH2:13]1.[K+:47].[K+:48].[cH:55]1[cH:56][cH:57][c:58]([P:59]([Pd:60]([P:61]([c:62]2[cH:63][cH:64][cH:65][cH:66][cH:67]2)([c:68]2[cH:69][cH:70][cH:71][cH:72][cH:73]2)[c:74]2[cH:75][cH:76][cH:77][cH:78][cH:79]2)([P:80]([c:81]2[cH:82][cH:83][cH:84][cH:85][cH:86]2)([c:87]2[cH:88][cH:89][cH:90][cH:91][cH:92]2)[c:93]2[cH:94][cH:95][cH:96][cH:97][cH:98]2)[P:99]([c:100]2[cH:101][cH:102][cH:103][cH:104][cH:105]2)([c:106]2[cH:107][cH:108][cH:109][cH:110][cH:111]2)[c:112]2[cH:113][cH:114][cH:115][cH:116][cH:117]2)([c:118]2[cH:119][cH:120][cH:121][cH:122][cH:123]2)[c:124]2[cH:125][cH:126][cH:127][cH:128][cH:129]2)[cH:130][cH:131]1>>[Cl:1][c:2]1[cH:3][c:4](-[c:37]2[cH:36][cH:35][c:34]([C:32]([O:31][CH3:30])=[O:33])[cH:39][cH:38]2)[cH:5][c:6]([Cl:21])[c:7]1[CH2:8][CH:9]1[C:10](=[O:20])[N:11]([CH:14]2[CH2:15][CH2:16][O:17][CH2:18][CH2:19]2)[CH2:12][CH2:13]1.